From a dataset of the Open Reaction Database (ORD), a public repository of structured organic reaction records. describe an organic reaction: reactants, conditions, products, and yield The reactants are C1(=CC=CC=C1)B(O)O (phenylboronic acid), FC1(CCNCC1)F (4,4-difluoropiperidine), O.O=CC(=O)O (2-oxoacetic acid hydrate). Run in C(Cl)Cl (DCM). Reaction conditions: time 8 hour. Product: FC1(CCN(CC1)C(C(=O)O)C1=CC=CC=C1)F (2-(4,4-Difluoropiperidin-1-yl)-2-phenylacetic acid). Yield: 61.2%. As a reaction SMILES: [C:1]1(B(O)O)[CH:6]=[CH:5][CH:4]=[CH:3][CH:2]=1.[F:10][C:11]1([F:17])[CH2:16][CH2:15][NH:14][CH2:13][CH2:12]1.O.O=[CH:20][C:21]([OH:23])=[O:22]>C(Cl)Cl>[F:10][C:11]1([F:17])[CH2:16][CH2:15][N:14]([CH:20]([C:1]2[CH:6]=[CH:5][CH:4]=[CH:3][CH:2]=2)[C:21]([OH:23])=[O:22])[CH2:13][CH2:12]1 |f:2.3|. Procedure: A mixture of phenylboronic acid (400 mg, 3.28 mmol), 4,4-difluoropiperidine (397 mg, 3.28 mmol) and 2-oxoacetic acid hydrate (302 mg, 3.28 mmol) in DCM (30 ml) was stirred at room temperature overnight. DCM was evaporated and crude was purified by flash-chromatography (DCM/MeOH=8/2) to obtain the title compound (512 mg, 61.1% yield) as a white solid. The reactants are B(Br)(Br)Br (boron tribromide), C(C)(=O)OC(C)C(CCC1=CC=CC=C1)C1=CC(=C(C=C1)OC1=CC=CC=C1)OCC1=CC=CC=C1 ((2RS,3SR)-2-acetoxy-3-(3-benzyloxy-4-phenoxyphenyl)-5-phenylpentane), C(O)([O-])=O.[Na+] (sodium hydrogen carbonate). Run in C(Cl)Cl (methylene chloride). Conditions: temperature -78 celsius, time 3 hour. Product: C(C)(=O)OC(C)C(CCC1=CC=CC=C1)C1=CC(=C(C=C1)OC1=CC=CC=C1)O ((2RS,3SR)-2-acetoxy-3-(3-hydroxy-4-phenoxyphenyl)-5-phenylpentane). The yield is 85.0%. RXN SMILES: [C:1]([O:4][CH:5]([CH:7]([C:16]1[CH:21]=[CH:20][C:19]([O:22][C:23]2[CH:28]=[CH:27][CH:26]=[CH:25][CH:24]=2)=[C:18]([O:29]CC2C=CC=CC=2)[CH:17]=1)[CH2:8][CH2:9][C:10]1[CH:15]=[CH:14][CH:13]=[CH:12][CH:11]=1)[CH3:6])(=[O:3])[CH3:2].B(Br)(Br)Br.C(=O)([O-])O.[Na+]>C(Cl)Cl>[C:1]([O:4][CH:5]([CH:7]([C:16]1[CH:21]=[CH:20][C:19]([O:22][C:23]2[CH:24]=[CH:25][CH:26]=[CH:27][CH:28]=2)=[C:18]([OH:29])[CH:17]=1)[CH2:8][CH2:9][C:10]1[CH:15]=[CH:14][CH:13]=[CH:12][CH:11]=1)[CH3:6])(=[O:3])[CH3:2] |f:2.3|. Procedure: 200 mg of (2RS,3SR)-2-acetoxy-3-(3-benzyloxy-4-phenoxyphenyl)-5-phenylpentane was dissolved in 5 ml of methylene chloride, and 0.2 ml of boron tribromide was added under cooling to -78° C., followed by stirring at the same temperature for 3 hours. Then, the temperature was gradually brought to 0° C. The reaction solution was poured into a saturated sodium hydrogen carbonate aqueous solution and extracted with ethyl acetate and then washed with a saturated sodium chloride aqueous solution and dri...